This data is from the Open Reaction Database (ORD), a public repository of structured organic reaction records. The task is: describe an organic reaction: reactants, conditions, products, and yield The product is C(C)(=O)O[C@@H]1[C@@]2(CO[C@]([C@@H]([C@H]1OC(C)=O)OC(C)=O)(O2)C2=CC(=C(C=C2)Cl)CC2=CC=C(C=C2)OC2=CCCC2=NOC)COC(C)=O ((1R,2S,3S,4R,5S)-1-(acetoxymethyl)-5-(4-chloro-3-(4-((5-(methoxyimino) cyclopent-1-en-1-yl)oxy)benzyl)phenyl)-6,8-dioxabicyclo[3.2.1]octane-2,3,4-triyl triacetate). RXN SMILES: [C:1]([O:4][C@H:5]1[C@H:11]([O:12][C:13](=[O:15])[CH3:14])[C@@H:10]([O:16][C:17](=[O:19])[CH3:18])[C@:9]2([C:21]3[CH:26]=[CH:25][C:24]([Cl:27])=[C:23]([CH2:28][C:29]4[CH:34]=[CH:33][C:32]([O:35]C5C(=O)CCC=5)=[CH:31][CH:30]=4)[CH:22]=3)[O:20][C@@:6]1([CH2:42][O:43][C:44](=[O:46])[CH3:45])[CH2:7][O:8]2)(=[O:3])[CH3:2].[N:47]1[CH:52]=[CH:51][CH:50]=[CH:49][CH:48]=1.[CH2:53]([OH:55])C>C(OC(=O)C)C>[C:1]([O:4][C@H:5]1[C@H:11]([O:12][C:13](=[O:15])[CH3:14])[C@@H:10]([O:16][C:17](=[O:19])[CH3:18])[C@:9]2([C:21]3[CH:26]=[CH:25][C:24]([Cl:27])=[C:23]([CH2:28][C:29]4[CH:30]=[CH:31][C:32]([O:35][C:48]5[C:52](=[N:47][O:55][CH3:53])[CH2:51][CH2:50][CH:49]=5)=[CH:33][CH:34]=4)[CH:22]=3)[O:20][C@@:6]1([CH2:42][O:43][C:44](=[O:46])[CH3:45])[CH2:7][O:8]2)(=[O:3])[CH3:2]. Run in C(C)OC(C)=O (ethylacetate). Conditions: temperature 100 celsius. Procedure: To a solution of (1R,2S,3S,4R,5S)-1-(acetoxymethyl)-5-(4-chloro-3-(4-((5-oxocyclopent-1-en-1-yl)oxy)benzyl)phenyl)-6,8-dioxabicyclo[3.2.1]octane-2,3,4-triyl triacetate (150 mg, 0.22 mmol) in ethanol (1.14 mL), O-methoxylamine.hydrochloride (35 mg, 0.45 mmol) and pyridine (0.91 mL, 1.14 mmol) were added. The reaction mixture was heated to 100° C. for 1 h. After completion of the reaction as confirmed by TLC, the reaction mixture was diluted with ethylacetate (100 mL) and the mixture was washed wi... Isolated yield 70.2%. Reactants: C(C)(=O)O[C@@H]1[C@@]2(CO[C@]([C@@H]([C@H]1OC(C)=O)OC(C)=O)(O2)C2=CC(=C(C=C2)Cl)CC2=CC=C(C=C2)OC2=CCCC2=O)COC(C)=O ((1R,2S,3S,4R,5S)-1-(acetoxymethyl)-5-(4-chloro-3-(4-((5-oxocyclopent-1-en-1-yl)oxy)benzyl)phenyl)-6,8-dioxabicyclo[3.2.1]octane-2,3,4-triyl triacetate), O-methoxylamine.hydrochloride, N1=CC=CC=C1 (pyridine), C(C)O (ethanol). The product is Cl.N1C=NC(=C1)CCOC=1C=C2CCCC(C2=CC1)=O (6-[2-(1H-Imidazole-4-yl )-ethoxy]-3,4-dihydro-2H-naphthalen-1-one, monohydrochloride). Reaction SMILES: [OH:1][C:2]1[CH:3]=[C:4]2[C:9](=[CH:10][CH:11]=1)[C:8](=[O:12])[CH2:7][CH2:6][CH2:5]2.C(=O)([O-])[O-].[K+].[K+].Br.Br[CH2:21][CH2:22][C:23]1[N:24]=[CH:25][NH:26][CH:27]=1.C(Cl)[Cl:29]>C(C#N)(C)=O.CN(C=O)C>[ClH:29].[NH:26]1[CH:27]=[C:23]([CH2:22][CH2:21][O:1][C:2]2[CH:3]=[C:4]3[C:9](=[CH:10][CH:11]=2)[C:8](=[O:12])[CH2:7][CH2:6][CH2:5]3)[N:24]=[CH:25]1 |f:1.2.3,4.5,9.10|. Procedure: 6-Hydroxytetralone (1.46 g, 9.01 mmol) was dissolved in a mixture of 15 mL AcCN and 8 mLDMF, and solid potassium carbonate (4.98 g, 36 mmol) was added followed by a solution of 4-(2-bromoethyl)-1H-imidazole hydrobromide (2.05 g, 8.01 mmol) in a mixture of 15 mL AcCN and 3 mL DMF. After stirring for 24 hours at room temperature, the reaction was concentrated in vacuo to remove the solvents, and the resulting residue was diluted with water and extracted into EtOAc. The pooled organics were washed ... Reaction conditions: time 24 hour. The solvent is C(=O)(C)C#N (AcCN), CN(C)C=O (DMF), C(=O)(C)C#N (AcCN). The yield is 33.0%. The reactants are Br.BrCCC=1N=CNC1 (4-(2-bromoethyl)-1H-imidazole hydrobromide), OC=1C=C2CCCC(C2=CC1)=O (6-Hydroxytetralone), C([O-])([O-])=O.[K+].[K+] (potassium carbonate), C(Cl)Cl (DCM). Reactants: CC1=CC=C2C(C(=O)OC(N2)=O)=C1 (5-methylisatoic anhydride), C([O-])([O-])=O.[Na+].[Na+] (sodium carbonate), ice water, IC (iodomethane). Run in CN(C=O)C (dimethylformamide). Product: CN1C=2C(C(=O)OC1=O)=CC(=CC2)C (N,5-Dimethylisatoic Anhydride). RXN SMILES: [CH3:1][C:2]1[CH:13]=[C:6]2[C:7]([O:9][C:10](=[O:12])[NH:11][C:5]2=[CH:4][CH:3]=1)=[O:8].[C:14](=O)([O-])[O-].[Na+].[Na+].IC>CN(C)C=O>[CH3:14][N:11]1[C:10](=[O:12])[O:9][C:7](=[O:8])[C:6]2=[CH:13][C:2]([CH3:1])=[CH:3][CH:4]=[C:5]12 |f:1.2.3|. Reported procedure: A solution of 26.6 g of 5-methylisatoic anhydride in 150 ml of dimethylformamide is treated with 17.5 g of anhydrous sodium carbonate, then with 32 g of iodomethane, and the mixture is stirred at 20°-25° C. for 18 hrs. The reaction mixture is poured into 1.25 liter of ice water and the resulting precipitate of N,5-dimethylisatoic anhydride is collected by filtration, washed with water and dried; mp 166°-169° C. Reactants: C(CCCCC)OC=1C=C(OCCCCC=O)C=CC1 (5-(3-(hexyloxy)phenoxy)pentanal), C1CCOC1 (THF), CN (MeNH2), [BH-](OC(=O)C)(OC(=O)C)OC(=O)C.[Na+] (NaBH(OAc)3). Run in 1,2-C12C2H4, O (H2O). Run at time 3 day. Product: C(CCCCC)OC=1C=C(OCCCCCNC)C=CC1 (5-(3-(hexyloxy)phenoxy)-N-methylpentan-1-amine). Yield: 22.3%. As a reaction SMILES: [CH2:1]([O:7][C:8]1[CH:9]=[C:10]([CH:18]=[CH:19][CH:20]=1)[O:11][CH2:12][CH2:13][CH2:14][CH2:15][CH:16]=O)[CH2:2][CH2:3][CH2:4][CH2:5][CH3:6].C1COCC1.[CH3:26][NH2:27].[BH-](OC(C)=O)(OC(C)=O)OC(C)=O.[Na+]>O>[CH2:1]([O:7][C:8]1[CH:9]=[C:10]([CH:18]=[CH:19][CH:20]=1)[O:11][CH2:12][CH2:13][CH2:14][CH2:15][CH2:16][NH:27][CH3:26])[CH2:2][CH2:3][CH2:4][CH2:5][CH3:6] |f:3.4|. Procedure details: 5-(3-(hexyloxy)phenoxy)pentanal (72 mg, 0.26 mmol) in 1,2-C12C2H4 (5 mL) was treated with a THF solution of MeNH2 (2.0 M, 0.4 mL, 0.8 mmol). The reaction was stirred in a sealed vial for several min at rt before NaBH(OAc)3 (76 mg, 0.36 mmol) was added in one portion. Again the vial was sealed and stirred at rt for 3 d. The reaction was diluted with H2O and extracted into DCM. The organic extracts were concentrated and the resulting material was purified by preparative TLC on silica gel (5% MeOH:...